The task is: describe an organic reaction: reactants, conditions, products, and yield. This data is from the Open Reaction Database (ORD), a public repository of structured organic reaction records. The reactants are O (water), FC(C(C(=O)O)(C)O)(F)F (3,3,3-trifluoro-2-hydroxy-2-methylpropanoic acid), C1(=CC=CC=C1)S(=O)(=O)C1=CC=C(C=C1)N (4-(Phenylsulfonyl)benzenamine), S(=O)(Cl)Cl (thionyl chloride). Solvent: CN(C(C)=O)C (N,N-dimethylacetamide). Reaction conditions: time 1 hour. Yields the product C1(=CC=CC=C1)S(=O)(=O)C1=CC=C(C=C1)NC(C(C(F)(F)F)(C)O)=O (N-[4-(Phenylsulfonyl)phenyl]-3,3,3,-trifluoro-2-hydroxy-2-methylpropanamide). RXN SMILES: [F:1][C:2]([F:10])([F:9])[C:3]([OH:8])([CH3:7])[C:4](O)=[O:5].S(Cl)(Cl)=O.[C:15]1([S:21]([C:24]2[CH:29]=[CH:28][C:27]([NH2:30])=[CH:26][CH:25]=2)(=[O:23])=[O:22])[CH:20]=[CH:19][CH:18]=[CH:17][CH:16]=1.O>CN(C)C(=O)C>[C:15]1([S:21]([C:24]2[CH:25]=[CH:26][C:27]([NH:30][C:4](=[O:5])[C:3]([OH:8])([CH3:7])[C:2]([F:10])([F:9])[F:1])=[CH:28][CH:29]=2)(=[O:22])=[O:23])[CH:20]=[CH:19][CH:18]=[CH:17][CH:16]=1. Reported procedure: To a stirred, cooled (-20° C.) solution of 3,3,3-trifluoro-2-hydroxy-2-methylpropanoic acid (3.96 g 25 mmol) in N,N-dimethylacetamide (36 mL) was rapidly added thionyl chloride (3.10 g, 26 mmol) and the mixture (a precipitate formed after a few minutes) stirred at -15° C. to -5° C. for 1 hour. 4-(Phenylsulfonyl)benzenamine (3.97 g, 17 mmol) was then added in one portion and the mixture allowed to stir at room temperature overnight. The solution was poured into water, the resulting solid was filt... The reactants are ClC1=C(C=C(C=C1)O)C(C(C(F)(F)F)(O)C=1C=CC2=C(N(C(CO2)=O)C)C1)C (6-[2-(2-Chloro-5-hydroxy-phenyl)-1-hydroxy-1-trifluoromethyl-propyl]-4-methyl-4H-benzo[1,4]oxazin-3-one), ClC1=C(C=C(C=C1)B(O)O)C#N (4-chloro-3-cyanophenylboronic acid). Reagents/catalysts: C(C)(=O)[O-].[Cu+2].C(C)(=O)[O-] (copper-(II)-acetate). The solvent is N1=CC=CC=C1 (pyridine). The product is ClC1=C(C#N)C=C(C=C1)OC1=CC(=C(C=C1)Cl)C(C(C(F)(F)F)(C=1C=CC2=C(N(C(CO2)=O)C)C1)O)C (2-Chloro-5-{4-chloro-3-[3,3,3-trifluoro-2-hydroxy-1-methyl-2-(4-methyl-3-oxo-3,4-dihydro-2H-benzo[1,4]oxazin-6-yl)-propyl]-phenoxy}-benzonitrile). Reaction SMILES: [Cl:1][C:2]1[CH:7]=[CH:6][C:5]([OH:8])=[CH:4][C:3]=1[CH:9]([CH3:28])[C:10]([C:16]1[CH:17]=[CH:18][C:19]2[O:24][CH2:23][C:22](=[O:25])[N:21]([CH3:26])[C:20]=2[CH:27]=1)([OH:15])[C:11]([F:14])([F:13])[F:12].[Cl:29][C:30]1[CH:35]=[CH:34][C:33](B(O)O)=[CH:32][C:31]=1[C:39]#[N:40]>C([O-])(=O)C.[Cu+2].C([O-])(=O)C.N1C=CC=CC=1>[Cl:29][C:30]1[CH:35]=[CH:34][C:33]([O:8][C:5]2[CH:6]=[CH:7][C:2]([Cl:1])=[C:3]([CH:9]([CH3:28])[C:10]([OH:15])([C:16]3[CH:17]=[CH:18][C:19]4[O:24][CH2:23][C:22](=[O:25])[N:21]([CH3:26])[C:20]=4[CH:27]=3)[C:11]([F:12])([F:13])[F:14])[CH:4]=2)=[CH:32][C:31]=1[C:39]#[N:40] |f:2.3.4|. Reported procedure: In analogy to Example 5, 6-[2-(2-chloro-5-hydroxy-phenyl)-1-hydroxy-1-trifluoromethyl-propyl]-4-methyl-4H-benzo[1,4]oxazin-3-one (Example 1, step 4) was reacted with 4-chloro-3-cyanophenylboronic acid, copper-(II)-acetate and pyridine to give the title compound as a colorless foam. MS (m/e)=551.1 [M+H+]. Reactants: Cl (hydrochloric acid), ( C ), C1(=CC=C(C=C1)S(=O)(=O)O)C (p-toluenesulfonic acid), COC1=C(C(=O)OC)C=C(C=C1)N (methyl 2-methoxy-5-aminobenzoate), CN(/C=N/N=C/N(C)C)C (N,N-dimethylformamide azine). The solvent is CO.ClCCl (methanol dichloromethane), C(C)(=O)OCC.ClCCl (ethyl acetate dichloromethane), C1(=CC=CC=C1)C (toluene). Run at time 20 hour. The product is COC1=C(C(=O)OC)C=C(C=C1)N1N=NCC1 (methyl 2-methoxy-5-(4H-triazol-1-yl)benzoate). RXN SMILES: [CH3:1][O:2][C:3]1[CH:12]=[CH:11][C:10]([NH2:13])=[CH:9][C:4]=1[C:5]([O:7][CH3:8])=[O:6].CN(C)/[CH:16]=[N:17]/[N:18]=C/N(C)C.[C:24]1(C)C=CC(S(O)(=O)=O)=CC=1.Cl>C1(C)C=CC=CC=1.CO.ClCCl.C(OCC)(=O)C.ClCCl>[CH3:1][O:2][C:3]1[CH:12]=[CH:11][C:10]([N:13]2[CH2:24][CH2:16][N:17]=[N:18]2)=[CH:9][C:4]=1[C:5]([O:7][CH3:8])=[O:6] |f:5.6,7.8|. Reported procedure: According to the method of J. Chem. Soc. (C), 1664 (1967), combine methyl 2-methoxy-5-aminobenzoate (2.0 g, 11 mmol), N,N-dimethylformamide azine (1.56 g, 11 mmol), p-toluenesulfonic acid (190 mg) in toluene (25 mL). Fit the reaction vessel with a gas inlet such that the head space of the vessel is swept with argon and scrub the effluent through dilute aqueous hydrochloric acid solution. Heat to reflux. After 20 hours, concentrate the reaction mixture in vacuo to give a residue. Partition the re... Starting materials: ice, FC1=C(C(=C(C=C1)[N+](=O)[O-])F)C=C (1,3-difluoro-4-nitro-2-vinylbenzene), Cl.C(CC=C)N (3-butenylamine hydrochloride), C([O-])([O-])=O.[K+].[K+] (potassium carbonate). The solvent is CN(C)C=O (DMF). Conditions: time 2 hour. The product is C(CC=C)NC1=C(C(=CC=C1[N+](=O)[O-])F)C=C (But-3-enyl-(3-fluoro-6-nitro-2-vinylphenyl)amine). Isolated yield 66.0%. Reaction SMILES: [F:1][C:2]1[CH:7]=[CH:6][C:5]([N+:8]([O-:10])=[O:9])=[C:4](F)[C:3]=1[CH:12]=[CH2:13].Cl.[CH2:15]([NH2:19])[CH2:16][CH:17]=[CH2:18].C(=O)([O-])[O-].[K+].[K+]>CN(C=O)C>[CH2:15]([NH:19][C:4]1[C:5]([N+:8]([O-:10])=[O:9])=[CH:6][CH:7]=[C:2]([F:1])[C:3]=1[CH:12]=[CH2:13])[CH2:16][CH:17]=[CH2:18] |f:1.2,3.4.5|. Procedure: To an ice-cooled solution of 1,3-difluoro-4-nitro-2-vinylbenzene (389 mg, 2.1 mmol) in DMF (8 mL) was added 3-butenylamine hydrochloride (248 mg, 2.31 mmol) and potassium carbonate (0.87 g, 6.3 mmol). The reaction mixture was stirred at RT for 2 h, and then partitioned between water and EtOAc. The aqueous phase was extracted with EtOAc and the combined organic layers were washed with water, followed by brine, then dried (Na2SO4) and concentrated in vacuo. The resulting residue was purified by co... Starting materials: CON=C(C(=O)NC1[C@@H]2N(C(=C(CS2)C[N+]2=CC(=CC=C2)NC=O)C(=O)[O-])C1=O)C=1N=C(SC1)NC=O (7-[2-methoxyimino-2-(2-formamidothiazol-4-yl)acetamido]-3-(3-formamido-1-pyridiniomethyl)-3-cephem-4-carboxylate), Cl (hydrochloric acid). The solvent is CO (methanol). Run at time 4 hour. Yields the product CON=C(C(=O)NC1[C@@H]2N(C(=C(CS2)C[N+]2=CC(=CC=C2)N)C(=O)[O-])C1=O)C=1N=C(SC1)N (7-[2-methoxyimino-2-(2-aminothiazol-4-yl)acetamido]-3-(3-amino-1-pyridiniomethyl)-3-cephem-4-carboxylate). The yield is 58.3%. RXN SMILES: [CH3:1][O:2][N:3]=[C:4]([C:30]1[N:31]=[C:32]([NH:35]C=O)[S:33][CH:34]=1)[C:5]([NH:7][CH:8]1[C:28](=[O:29])[N:10]2[C:11]([C:25]([O-:27])=[O:26])=[C:12]([CH2:15][N+:16]3[CH:21]=[CH:20][CH:19]=[C:18]([NH:22]C=O)[CH:17]=3)[CH2:13][S:14][C@H:9]12)=[O:6].Cl>CO>[CH3:1][O:2][N:3]=[C:4]([C:30]1[N:31]=[C:32]([NH2:35])[S:33][CH:34]=1)[C:5]([NH:7][CH:8]1[C:28](=[O:29])[N:10]2[C:11]([C:25]([O-:27])=[O:26])=[C:12]([CH2:15][N+:16]3[CH:21]=[CH:20][CH:19]=[C:18]([NH2:22])[CH:17]=3)[CH2:13][S:14][C@H:9]12)=[O:6]. Reported procedure: A mixture of 7-[2-methoxyimino-2-(2-formamidothiazol-4-yl)acetamido]-3-(3-formamido-1-pyridiniomethyl)-3-cephem-4-carboxylate (syn isomer) (4.4 g) and conc. hydrochloric acid (1.6 ml) in methanol was stirred for 4 hours at room temperature and evaporated to dryness. The residue was dissolved in water (100 ml) and subjected to column chromatography on a non ionic adsorption resin "Diaion HP 20" (160 ml). After the column was washed with water, the elution was carried out with 20% aqueous methanol... The reactants are C(=O)([O-])[O-].[Na+].[Na+] (Na2CO3), BrC1=CC(N(C=C1)C1CC1)=O (4-bromo-1-cyclopropyl-1H-pyridin-2-one), OC(C[C@@]1(CCN(C(O1)=O)[C@@H](C)C1=C(C=C(C=C1)B1OC(C(O1)(C)C)(C)C)C)C1=CC=CC=C1)(C)C ((S)-6-(2-hydroxy-2-methyl-propyl)-3-{(S)-1-[2-methyl-4-(4,4,5,5-tetramethyl-[1,3,2]dioxaborolan-2-yl)-phenyl]-ethyl}-6-phenyl-[1,3]oxazinan-2-one). The solvent is CN(C=O)C (N,N-dimethylformamide). Conditions: temperature 100 celsius, time 8 hour. Product: C1(CC1)N1C(C=C(C=C1)C1=CC(=C(C=C1)[C@H](C)N1C(O[C@](CC1)(C1=CC=CC=C1)CC(C)(C)O)=O)C)=O (3-{(S)-1-[4-(1-Cyclopropyl-2-oxo-1,2-dihydro-pyridin-4-yl)-2-methyl-phenyl]-ethyl}-(S)-6-(2-hydroxy-2-methyl-propyl)-6-phenyl-[1,3]oxazinan-2-one). Reaction SMILES: C([O-])([O-])=O.[Na+].[Na+].Br[C:8]1[CH:13]=[CH:12][N:11]([CH:14]2[CH2:16][CH2:15]2)[C:10](=[O:17])[CH:9]=1.[OH:18][C:19]([CH3:53])([CH3:52])[CH2:20][C@@:21]1([C:46]2[CH:51]=[CH:50][CH:49]=[CH:48][CH:47]=2)[O:26][C:25](=[O:27])[N:24]([C@H:28]([C:30]2[CH:35]=[CH:34][C:33](B3OC(C)(C)C(C)(C)O3)=[CH:32][C:31]=2[CH3:45])[CH3:29])[CH2:23][CH2:22]1>CN(C)C=O>[CH:14]1([N:11]2[CH:12]=[CH:13][C:8]([C:33]3[CH:34]=[CH:35][C:30]([C@@H:28]([N:24]4[CH2:23][CH2:22][C@:21]([CH2:20][C:19]([OH:18])([CH3:53])[CH3:52])([C:46]5[CH:51]=[CH:50][CH:49]=[CH:48][CH:47]=5)[O:26][C:25]4=[O:27])[CH3:29])=[C:31]([CH3:45])[CH:32]=3)=[CH:9][C:10]2=[O:17])[CH2:16][CH2:15]1 |f:0.1.2|. Procedure: 2 M aqueous Na2CO3 solution (0.41 mL) was added to a mixture of 4-bromo-1-cyclopropyl-1H-pyridin-2-one (0.11 g) and (S)-6-(2-hydroxy-2-methyl-propyl)-3-{(S)-1-[2-methyl-4-(4,4,5,5-tetramethyl-[1,3,2]dioxaborolan-2-yl)-phenyl]-ethyl}-6-phenyl-[1,3]oxazinan-2-one (0.20 g) in N,N-dimethylformamide (2 mL). The resulting mixture was sparged with argon for 10 min prior to the addition of [1,1′-bis(diphenylphosphino)-ferrocene]dichloro-palladium(II) dichloromethane complex (33 mg). The mixture was heat... Starting materials: CI, CO, N#Cc1c(N)[nH]c(=S)c(C#N)c1-c1ccco1. Product: CSc1nc(N)c(C#N)c(-c2ccco2)c1C#N. RXN SMILES: [CH3:18][I:19].[CH3:20][OH:21].[NH2:1][c:2]1[c:3]([C:16]#[N:17])[c:4](-[c:11]2[o:12][cH:13][cH:14][cH:15]2)[c:5]([C:9]#[N:10])[c:6](=[S:8])[nH:7]1>>[NH2:1][c:2]1[c:3]([C:16]#[N:17])[c:4](-[c:11]2[o:12][cH:13][cH:14][cH:15]2)[c:5]([C:9]#[N:10])[c:6]([S:8][CH3:18])[n:7]1. Starting materials: C(C)(C)(C)N (tert-butylamine), C(CC)C1=CC(=NO1)C(=O)Cl (5-n-propyl-isoxazole-3-carboxylic chloride), O (water). Run in ClCCl (dichloromethane), ClCCl (dichloromethane). Run at time 12 hour. Product: C(C)(C)(C)NC(=O)C1=NOC(=C1)CCC (5-n-propylisoxazole-3-carboxylic acid-tert-butylamide). The yield is 94.9%. Reaction SMILES: [C:1]([NH2:5])([CH3:4])([CH3:3])[CH3:2].[CH2:6]([C:9]1[O:13][N:12]=[C:11]([C:14](Cl)=[O:15])[CH:10]=1)[CH2:7][CH3:8].O>ClCCl>[C:1]([NH:5][C:14]([C:11]1[CH:10]=[C:9]([CH2:6][CH2:7][CH3:8])[O:13][N:12]=1)=[O:15])([CH3:4])([CH3:3])[CH3:2]. Procedure details: At 5° C., 9.3 g (126.8 mmol) of tert-butylamine in 20 ml of dichloromethane was dripped into 10.0 g (57.6 mmol) of 5-n-propyl-isoxazole-3-carboxylic chloride in 250 ml of anhydrous dichloromethane. The mixture was stirred for 12 hours at room temperature, 200 ml of water was added, the phases were separated, the organic phase was washed once with 150 ml of saturated sodium bicarbonate solution and once with 150 ml of saturated sodium chloride solution, followed by drying over magnesium sulfate a...